From a dataset of the Open Reaction Database (ORD), a public repository of structured organic reaction records. describe an organic reaction: reactants, conditions, products, and yield The reactants are C=O, CCCCN(N)C(=O)Nc1nnc(S(C)(=O)=O)s1, CO, [K+], [OH-]. Yields the product CCCCN1NCN(c2nnc(S(C)(=O)=O)s2)C1=O. Reaction SMILES: [CH2:19]=[O:20].[CH2:1]([CH2:2][CH2:3][CH3:4])[N:5]([NH2:6])[C:7](=[O:8])[NH:9][c:10]1[s:11][c:12]([S:15](=[O:16])(=[O:17])[CH3:18])[n:13][n:14]1.[CH3:23][OH:24].[K+:22].[OH-:21]>>[CH2:1]([CH2:2][CH2:3][CH3:4])[N:5]1[NH:6][CH2:19][N:9]([c:10]2[s:11][c:12]([S:15](=[O:16])(=[O:17])[CH3:18])[n:13][n:14]2)[C:7]1=[O:8]. Reactants: O=C1CCC(=O)N1Br, ClC(Cl)(Cl)Cl, CCC(=CC(=O)OC)OC, CC(C)(C#N)N=NC(C)(C)C#N. Product: COC(=O)C=C(OC)C(C)Br. Reaction SMILES: [Br:11][N:12]1[C:13](=[O:14])[CH2:15][CH2:16][C:17]1=[O:18].[C:31]([Cl:32])([Cl:33])([Cl:34])[Cl:35].[CH3:1][O:2][C:3](=[CH:4][C:5](=[O:6])[O:7][CH3:8])[CH2:9][CH3:10].[N:19]([C:20]([CH3:21])([CH3:22])[C:23]#[N:24])=[N:25][C:26]([CH3:27])([CH3:28])[C:29]#[N:30]>>[CH3:1][O:2][C:3](=[CH:4][C:5](=[O:6])[O:7][CH3:8])[CH:9]([CH3:10])[Br:11]. The reactants are C(=O)[O-].[Na+] (sodium formate), C(C)(=O)C1=CC=CC=C1 (acetophenone). Reagents/catalysts: C1=CC(=C[N+](=C1)[C@H]2[C@@H]([C@@H]([C@H](O2)COP(=O)(O)OP(=O)(O)OC[C@@H]3[C@H]([C@H]([C@@H](O3)N4C=NC5=C4N=CN=C5N)O)O)O)O)C(=O)N (NAD+). Solvent: C(=O)O (formic acid). Reaction conditions: temperature 30 celsius, time 20 hour. Yields the product C1(=CC=CC=C1)[C@H](C)O ((S)-phenylethanol). Yield: 96.4%. As a reaction SMILES: C([O-])=O.[Na+].[C:5]([C:8]1[CH:13]=[CH:12][CH:11]=[CH:10][CH:9]=1)(=[O:7])[CH3:6]>C1C=[N+]([C@@H]2O[C@H](COP(OP(OC[C@H]3O[C@@H](N4C5N=CN=C(N)C=5N=C4)[C@H](O)[C@@H]3O)(O)=O)(O)=O)[C@@H](O)[C@H]2O)C=C(C(N)=O)C=1.C(O)=O>[C:8]1([C@@H:5]([OH:7])[CH3:6])[CH:13]=[CH:12][CH:11]=[CH:10][CH:9]=1 |f:0.1|. Procedure details: Culture fluid was obtained by cultivating E. coli HB101 (pNCMFT) in a similar manner to Example 9. In a 100-mL portion of the culture fluid, 2.8 g of sodium formate, 3 mg of NAD+, and 10 g of acetophenone were added, and the mixture was stirred at 30° C. for 20 hours while controlling the pH of the reaction mixture to 6.0 with 5 N aqueous formic acid, which was added dropwise to the mixture. After the reaction, the reaction mixture was extracted with toluene, and combined organic layer was dried... Starting materials: C(C1=CC=CC=C1)N(CCCN(C(C(F)(F)F)=O)CC1=NC=CC(=C1)C(=O)OCC)C (ethyl 2-[(N-{3-[benzyl(methyl)amino]propyl}-2,2,2-trifluoroacetamido)methyl]pyridine-4-carboxylate), [BH4-].[Na+] (NaBH4). Product: C(C1=CC=CC=C1)N(CCCNCC1=NC=CC(=C1)CO)C ({2-[({3-[Benzyl(methyl)amino]propyl}amino)methyl]pyridin-4-yl}methanol). RXN SMILES: [CH2:1]([N:8]([CH3:31])[CH2:9][CH2:10][CH2:11][N:12]([CH2:19][C:20]1[CH:25]=[C:24]([C:26](OCC)=[O:27])[CH:23]=[CH:22][N:21]=1)C(=O)C(F)(F)F)[C:2]1[CH:7]=[CH:6][CH:5]=[CH:4][CH:3]=1.[BH4-].[Na+]>>[CH2:1]([N:8]([CH3:31])[CH2:9][CH2:10][CH2:11][NH:12][CH2:19][C:20]1[CH:25]=[C:24]([CH2:26][OH:27])[CH:23]=[CH:22][N:21]=1)[C:2]1[CH:7]=[CH:6][CH:5]=[CH:4][CH:3]=1 |f:1.2|. Reported procedure: By General Procedure U from ethyl 2-[(N-{3-[benzyl(methyl)amino]propyl}-2,2,2-trifluoroacetamido)methyl]pyridine-4-carboxylate using 5.0 equiv. of NaBH4. Purification by column chromatography gave the title product. 1H NMR (300 MHz, CDCl3) 8 ppm: 8.5 (dd, 1H), 7.80 (s, 1H), 7.6-7.3 (m, 1H), 4.6 (s, 2H), 4.3 (s, 2H), 3.6-3.2 (m, 4H), 2.8 (s, 3H), 2.2-2.0 (m, 2H), 1.7-1.3 (m, 3H). Reactants: CC(C)(C)OC(=O)c1ccc(C=CC(=O)NCCCCN2CCN(C(c3ccccc3)c3ccccc3)CC2)nc1, ClCCl, O=C(O)C(F)(F)F. Yields the product O=C(C=Cc1ccc(C(=O)O)cn1)NCCCCN1CCN(C(c2ccccc2)c2ccccc2)CC1. As a reaction SMILES: [C:8]([CH3:9])([CH3:10])([CH3:11])[O:12][C:13](=[O:14])[c:15]1[cH:16][cH:17][c:18]([CH:21]=[CH:22][C:23](=[O:24])[NH:25][CH2:26][CH2:27][CH2:28][CH2:29][N:30]2[CH2:31][CH2:32][N:33]([CH:36]([c:37]3[cH:38][cH:39][cH:40][cH:41][cH:42]3)[c:43]3[cH:44][cH:45][cH:46][cH:47][cH:48]3)[CH2:34][CH2:35]2)[n:19][cH:20]1.[Cl:49][CH2:50][Cl:51].[OH:1][C:2]([C:3]([F:4])([F:5])[F:6])=[O:7]>>[O:12]=[C:13]([OH:14])[c:15]1[cH:16][cH:17][c:18]([CH:21]=[CH:22][C:23](=[O:24])[NH:25][CH2:26][CH2:27][CH2:28][CH2:29][N:30]2[CH2:31][CH2:32][N:33]([CH:36]([c:37]3[cH:38][cH:39][cH:40][cH:41][cH:42]3)[c:43]3[cH:44][cH:45][cH:46][cH:47][cH:48]3)[CH2:34][CH2:35]2)[n:19][cH:20]1. Starting materials: ClC1=C(C(=CC=2C(CNCCC21)C2=CC=CC=C2)OC)OC (6-chloro-7,8-dimethoxy-1-phenyl-2,3,4,5-tetrahydro-1H-3-benzazepine), C(=O)O (formic acid), [OH-].[Na+] (sodium hydroxide). The solvent is C=O (formaldehyde). The product is ClC1=C(C(=CC=2C(CN(CCC21)C)C2=CC=CC=C2)OC)OC (6-chloro-7,8-dimethoxy-3-methyl-1-phenyl-2,3,4,5-tetrahydro-1H-3-benzazepine). RXN SMILES: [Cl:1][C:2]1[C:12]2[CH2:11][CH2:10][NH:9][CH2:8][CH:7]([C:13]3[CH:18]=[CH:17][CH:16]=[CH:15][CH:14]=3)[C:6]=2[CH:5]=[C:4]([O:19][CH3:20])[C:3]=1[O:21][CH3:22].[OH-].[Na+].[CH:25](O)=O>C=O>[Cl:1][C:2]1[C:12]2[CH2:11][CH2:10][N:9]([CH3:25])[CH2:8][CH:7]([C:13]3[CH:18]=[CH:17][CH:16]=[CH:15][CH:14]=3)[C:6]=2[CH:5]=[C:4]([O:19][CH3:20])[C:3]=1[O:21][CH3:22] |f:1.2|. Reported procedure: A solution of 3.7 g of 6-chloro-7,8-dimethoxy-1-phenyl-2,3,4,5-tetrahydro-1H-3-benzazepine in 15 ml of formic acid and 10 ml of formaldehyde is refluxed for 18 hours. The reaction mixture is evaporated to dryness, 20 ml of 6N hydrochloric acid is added and the solution is again evaporated to dryness to give a liquid. The latter is treated with 20 ml of 10% sodium hydroxide solution and the mixture is extracted with ether. The dried extract is evaporated to give 6-chloro-7,8-dimethoxy-3-methyl-1-...